Task: describe an organic reaction: reactants, conditions, products, and yield. Dataset: the Open Reaction Database (ORD), a public repository of structured organic reaction records Reactants: CC(C)(C#C[Si](C)(C)C)COCc1ccccc1, CO, [K+], [OH-], O. Yields the product C#CC(C)(C)COCc1ccccc1. As a reaction SMILES: [CH2:3]([c:4]1[cH:5][cH:6][cH:7][cH:8][cH:9]1)[O:10][CH2:11][C:12]([C:13]#[C:14][Si:15]([CH3:16])([CH3:17])[CH3:18])([CH3:19])[CH3:20].[CH3:21][OH:22].[K+:2].[OH-:1].[OH2:23]>>[CH2:3]([c:4]1[cH:5][cH:6][cH:7][cH:8][cH:9]1)[O:10][CH2:11][C:12]([C:13]#[CH:14])([CH3:19])[CH3:20]. Starting materials: O=C(O)C(=O)O, CC(=O)O[BH-](OC(C)=O)OC(C)=O, CNCc1cc(-c2ccccc2)n[nH]1, CC(=O)O, O=CC1CCC(NC(=O)c2cc(Cl)ccc2Cl)CC1, ClCCl, [Na+], [Na+], [OH-]. Product: CN(Cc1cc(-c2ccccc2)n[nH]1)CC1CCC(NC(=O)c2cc(Cl)ccc2Cl)CC1. As a reaction SMILES: [C:20]([OH:21])(=[O:22])[C:23]([OH:24])=[O:25].[C:44]([O:45][BH-:46]([O:47][C:48](=[O:49])[CH3:50])[O:51][C:52](=[O:53])[CH3:54])(=[O:55])[CH3:56].[CH3:26][NH:27][CH2:28][c:29]1[cH:30][c:31](-[c:34]2[cH:35][cH:36][cH:37][cH:38][cH:39]2)[n:32][nH:33]1.[CH3:40][C:41](=[O:42])[OH:43].[Cl:1][c:2]1[c:3]([C:4](=[O:5])[NH:6][CH:7]2[CH2:8][CH2:9][CH:10]([CH:13]=[O:14])[CH2:11][CH2:12]2)[cH:15][c:16]([Cl:19])[cH:17][cH:18]1.[Cl:60][CH2:61][Cl:62].[Na+:57].[Na+:59].[OH-:58]>>[Cl:1][c:2]1[c:3]([C:4](=[O:5])[NH:6][CH:7]2[CH2:8][CH2:9][CH:10]([CH2:13][N:27]([CH3:26])[CH2:28][c:29]3[cH:30][c:31](-[c:34]4[cH:35][cH:36][cH:37][cH:38][cH:39]4)[n:32][nH:33]3)[CH2:11][CH2:12]2)[cH:15][c:16]([Cl:19])[cH:17][cH:18]1. The reactants are C(C1=CC=CC=C1)C1CCN(CC1)C(=O)CN ((4-Benzylpiperidinecarbonyl)methylamine), C(C1=CC=CC=C1)C1CCN(CC1)C(=O)C(Cl)Cl ((4-benzylpiperidinecarbonyl)methylene chloride), [N-]=[N+]=[N-].[Na+] (NaN3), C(C1=CC=CC=C1)C1CCN(CC1)C(=O)CN ((4-benzylpiperidinecarbonyl)methylamine), ClC1=C(C=C(C#N)C=C1)[N+](=O)[O-] (4-chloro-3-nitro-benzonitrile), C(=O)(O)[O-].[Na+] (NaHCO3). The reagents and catalysts are [Pd] (Pd/C). Solvent: CC(=O)C (acetone), CN(C)C=O (DMF). The product is C(C1=CC=CC=C1)C1CCN(CC1)C(=O)CNC1=C(C=C(C#N)C=C1)[N+](=O)[O-] (4-[(4-benzylpiperidinecarbonyl)methyl]amino-3-nitrobenzonitrile). Isolated yield 49.2%. Reaction SMILES: [CH2:1]([CH:8]1[CH2:13][CH2:12][N:11]([C:14]([CH2:16][NH2:17])=[O:15])[CH2:10][CH2:9]1)[C:2]1[CH:7]=[CH:6][CH:5]=[CH:4][CH:3]=1.C(C1CCN(C(C(Cl)Cl)=O)CC1)C1C=CC=CC=1.[N-]=[N+]=[N-].[Na+].Cl[C:41]1[CH:48]=[CH:47][C:44]([C:45]#[N:46])=[CH:43][C:42]=1[N+:49]([O-:51])=[O:50].C([O-])(O)=O.[Na+]>CC(C)=O.CN(C=O)C.[Pd]>[CH2:1]([CH:8]1[CH2:9][CH2:10][N:11]([C:14]([CH2:16][NH:17][C:41]2[CH:48]=[CH:47][C:44]([C:45]#[N:46])=[CH:43][C:42]=2[N+:49]([O-:51])=[O:50])=[O:15])[CH2:12][CH2:13]1)[C:2]1[CH:3]=[CH:4][CH:5]=[CH:6][CH:7]=1 |f:2.3,5.6|. Procedure: (4-Benzylpiperidinecarbonyl)methylamine was made by treatment of (4-benzylpiperidinecarbonyl)methylene chloride with NaN3 in aqueous acetone, followed by hydrogenation with 5% Pd/C. Reaction of (4-benzylpiperidinecarbonyl)methylamine (8.6 mmol) with 4-chloro-3-nitro-benzonitrile (10 mmol) in DMF (10 mL) in the presence of NaHCO3 (10 mmol) at 100° C. for 16 hours gave 4-[(4-benzylpiperidinecarbonyl)methyl]amino-3-nitrobenzonitrile (1.6 g, 49.2% of yield), which was then hydrogenated in MeOH in th... Starting materials: C(C)(=O)O[C@H]1C[C@H](CC1)OS(=O)(=O)C ((1R,3S)-3-[(methylsulfonyl)oxy]cyclopentyl acetate), [N-]=[N+]=[N-].[Na+] (sodium azide), 15-crown-5-ether. Solvent: CN(C)C=O (DMF). Run at temperature 80 celsius, time 3 hour. Product: C(C)(=O)O[C@H]1C[C@@H](CC1)N=[N+]=[N-] ((1R,3R)-3-azidocyclopentyl acetate). Isolated yield 81.5%. Reaction SMILES: [C:1]([O:4][C@@H:5]1[CH2:9][CH2:8][C@H:7](OS(C)(=O)=O)[CH2:6]1)(=[O:3])[CH3:2].[N-:15]=[N+:16]=[N-:17].[Na+]>CN(C=O)C>[C:1]([O:4][C@@H:5]1[CH2:9][CH2:8][C@@H:7]([N:15]=[N+:16]=[N-:17])[CH2:6]1)(=[O:3])[CH3:2] |f:1.2|. Procedure details: To a 8 ml DMF solution of 580 mg (2.61 mmol) of (1R,3S)-3-[(methylsulfonyl)oxy]cyclopentyl acetate, 203 mg (3.13 mmol) of sodium azide and 26 μl (0.13 mmol) of 15-crown-5-ether were added and stirred at 80° C. for 3 hours, followed by concentrating and then by diluting with 50 ml of diethyl ether. The residue was washed with 10 ml of saturated saline and then the solvent was distilled off to obtain 360 mg (82%) of the above-identified compound as a slightly brown oily substance.